Dataset: the Open Reaction Database (ORD), a public repository of structured organic reaction records. Task: describe an organic reaction: reactants, conditions, products, and yield The reactants are CC(C)(CC(C)C)C (2,2,4-trimethylpentane). Run in C(Cl)(Cl)(Cl)Cl (CCl4). Reaction conditions: time 8 hour. Product: solution, CC(=C)C.CC(=C)C=C (poly(isobutylene-co-isoprene)). The yield is 0.3%. RXN SMILES: [CH3:1][C:2](C)([CH2:4][CH:5](C)C)[CH3:3]>C(Cl)(Cl)(Cl)Cl>[CH3:3][C:2]([CH3:4])=[CH2:1].[CH3:3][C:2]([CH:4]=[CH2:5])=[CH2:1] |f:2.3|. Procedure: A 0.3% solution of 0.2 g of poly(isobutylene-co-isoprene) was prepared in 99.7% of a 1:2 mixture of 2,2,4-trimethylpentane and CCl4. The solution was purged with N2, heated to 75 C., 0.09 g of azobisisobutyronitrile was added, followed by 5 g of methylmethacrylate, added over a period of one half hour. The polymerization was carried out for 8 hours with constant mechanical stirring, under a N2 atmosphere. After cooling the reaction mixture to room temperature, the cleaning procedure used was ide... Starting materials: N (ammonia), O=C1OC(=NN1CC(=O)C(C)(C)C)C(F)(F)F (2,3-dihydro-2-oxo-3-tert-butylcarbonylmethyl-5-trifluoromethyl-1,3,4-oxadiazole). The solvent is C(C)#N (acetonitrile). Conditions: time 2 hour. Yields the product NN1C(NC(=C1)C(C)(C)C)=O (1-Amino-2,3-dihydro-2-oxo4-tert-butyl-1H-imidazole). As a reaction SMILES: [NH3:1].[O:2]=[C:3]1[N:7]([CH2:8][C:9]([C:11]([CH3:14])([CH3:13])[CH3:12])=O)[N:6]=C(C(F)(F)F)O1>C(#N)C>[NH2:6][N:7]1[CH:8]=[C:9]([C:11]([CH3:14])([CH3:13])[CH3:12])[NH:1][C:3]1=[O:2]. Reported procedure: 75 ml of aqueous ammonia solution (25%) are added to a solution of 25.6 g of 2,3-dihydro-2-oxo-3-tert-butylcarbonylmethyl-5-trifluoromethyl-1,3,4-oxadiazole in 100 ml of acetonitrile. After the slightly exothermal reaction has subsided, the reaction mixture is stirred for 2 hours at room temperature and then for 14 hours at 80° and then evaporated, the residue is treated with trichloromethane, and the trichloromethane mixture is freed from the undissolved components, dried and evaporated. The re... Starting materials: BrCCCCCOCCc1ccccc1, Cl, NCc1ccccc1. Product: c1ccc(CCOCCCCCNCc2ccccc2)cc1. Reaction SMILES: [Br:1][CH2:2][CH2:3][CH2:4][CH2:5][CH2:6][O:7][CH2:8][CH2:9][c:10]1[cH:11][cH:12][cH:13][cH:14][cH:15]1.[ClH:24].[NH2:16][CH2:17][c:18]1[cH:19][cH:20][cH:21][cH:22][cH:23]1>>[CH2:2]([CH2:3][CH2:4][CH2:5][CH2:6][O:7][CH2:8][CH2:9][c:10]1[cH:11][cH:12][cH:13][cH:14][cH:15]1)[NH:16][CH2:17][c:18]1[cH:19][cH:20][cH:21][cH:22][cH:23]1. Starting materials: Fc1nc(F)c(F)c(N2CCOCC2)c1F, [H-], [Na+], C1CCOC1, OCCN1CCOCC1. Product: Fc1nc(OCCN2CCOCC2)c(F)c(N2CCOCC2)c1F. As a reaction SMILES: [F:1][c:2]1[n:3][c:4]([F:16])[c:5]([F:15])[c:6]([N:9]2[CH2:10][CH2:11][O:12][CH2:13][CH2:14]2)[c:7]1[F:8].[H-:26].[Na+:27].[O:28]1[CH2:29][CH2:30][CH2:31][CH2:32]1.[OH:17][CH2:18][CH2:19][N:20]1[CH2:21][CH2:22][O:23][CH2:24][CH2:25]1>>[c:2]1([O:17][CH2:18][CH2:19][N:20]2[CH2:21][CH2:22][O:23][CH2:24][CH2:25]2)[n:3][c:4]([F:16])[c:5]([F:15])[c:6]([N:9]2[CH2:10][CH2:11][O:12][CH2:13][CH2:14]2)[c:7]1[F:8]. Starting materials: BrC1=NC=C(C=C1)Br (2,5-dibromopyridine), CN1C(CCC1)=O (1-methyl-2-pyrrolidone), 3-pyrrolidine, C([O-])([O-])=O.[K+].[K+] (potassium carbonate). Product: N1(CC=CC1)C1=NC=C(C=C1)Br (2-(3-Pyrrolin-1-yl)-5-bromopyridine). Reaction SMILES: Br[C:2]1[CH:7]=[CH:6][C:5]([Br:8])=[CH:4][N:3]=1.C(=O)([O-])[O-].[K+].[K+].C[N:16]1[CH2:20][CH2:19][CH2:18][C:17]1=O>>[N:16]1([C:2]2[CH:7]=[CH:6][C:5]([Br:8])=[CH:4][N:3]=2)[CH2:20][CH:19]=[CH:18][CH2:17]1 |f:1.2.3|. Procedure details: In 100 ml of 1-methyl-2-pyrrolidone was dissolved 10 g of 2,5-dibromopyridine which was then added with 3.5 ml of 3-pyrrolidine, along with 8.7 g of potassium carbonate at room temperature, followed by reacting them at 100° C. for 24 hours. After completion of the reaction, the same post-treatment was carried out as in Preparation Example 3 to obtain the title compound. 8 g.